From a dataset of the Open Reaction Database (ORD), a public repository of structured organic reaction records. describe an organic reaction: reactants, conditions, products, and yield Reactants: [H][H] (hydrogen), C(C1=CC=CC=C1)N1CCC(CC1)N1C(OC2=C(C1)C=CC=C2)=O (1-benzyl-4-(2-oxo-3,4-dihydro-2H-1,3-benzoxazin-3-yl)-piperidine), resultant mixture, O (water), Cl (hydrochloric acid). Reagents/catalysts: [C].[Pd] (palladium carbon). Run in CO (methanol). Yields the product Cl.O=C1OC2=C(CN1C1CCNCC1)C=CC=C2 (4-(2-Oxo-3,4-dihydro-2H-1,3-benzoxazin-3-yl)-piperidine hydrochloride). RXN SMILES: C([N:8]1[CH2:13][CH2:12][CH:11]([N:14]2[CH2:19][C:18]3[CH:20]=[CH:21][CH:22]=[CH:23][C:17]=3[O:16][C:15]2=[O:24])[CH2:10][CH2:9]1)C1C=CC=CC=1.O.[ClH:26].[H][H]>[C].[Pd].CO>[ClH:26].[O:24]=[C:15]1[N:14]([CH:11]2[CH2:10][CH2:9][NH:8][CH2:13][CH2:12]2)[CH2:19][C:18]2[CH:20]=[CH:21][CH:22]=[CH:23][C:17]=2[O:16]1 |f:4.5,7.8|. Procedure details: In this reference example, 16.0 g of 1-benzyl-4-(2-oxo-3,4-dihydro-2H-1,3-benzoxazin-3-yl)-piperidine and 4.0 g of 10% palladium carbon are added to a mixture of 150 ml of water, 50 ml of 1 N hydrochloric acid and 300 ml of methanol. While the resultant mixture is stirred, hydrogen gas is passed therethrough overnight. Then, the reaction mixture is filtered and the filtrate is concentrated. The white crystals as a residue are mixed with methanol and separated by filtration to obtain 11.4 g of th... The reactants are C(C=1C(O)=CC=CC1)(=O)OC (methyl salicylate), ice water, C(C)(=O)Cl (acetyl chloride), [Cl-].[Al+3].[Cl-].[Cl-] (aluminum chloride). Solvent: ClC(=C(Cl)Cl)Cl (tetrachloroethylene), ClC(=C(Cl)Cl)Cl (tetrachloroethylene). Conditions: temperature 25 celsius, time 4 hour. The product is C(C)(=O)C1=CC=C(C(C(=O)OC)=C1)O (methyl 5-acetylsalicylate). Reaction SMILES: [C:1]([O:10][CH3:11])(=[O:9])[C:2]1[C:3](=[CH:5][CH:6]=[CH:7][CH:8]=1)[OH:4].[C:12](Cl)(=[O:14])[CH3:13].[Cl-].[Al+3].[Cl-].[Cl-]>ClC(Cl)=C(Cl)Cl>[C:12]([C:7]1[CH:8]=[C:2]([C:1]([O:10][CH3:11])=[O:9])[C:3]([OH:4])=[CH:5][CH:6]=1)(=[O:14])[CH3:13] |f:2.3.4.5|. Reported procedure: A solution of 75 g. (0.5 m.) of methyl salicylate in 200 ml. of tetrachloroethylene is cooled in an ice bath and treated with a solution of 40 g. (0.5 m.) of acetyl chloride in 200 ml. of tetrachloroethylene. To the chilled mixture is added 133 g. (1.0 m.) of aluminum chloride over a fifteen minute period, maintaining the temperature below 25° C. After the adddition is completed the mixture is stirred for 4 hours at 25° C. and then poured into ice water. The organic layer is separated, washed wi... Starting materials: CCOC(=O)c1cnc2cc(Cl)c(Cl)cc2c1Nc1ccccc1C, CO, [Cl-], [NH4+]. The product is Cc1ccccc1Nc1c(C(N)=O)cnc2cc(Cl)c(Cl)cc12. RXN SMILES: [CH2:1]([O:3][C:4](=[O:2])[c:6]1[cH:7][n:8][c:9]2[cH:10][c:11]([Cl:25])[c:12]([Cl:24])[cH:13][c:14]2[c:15]1[NH:16][c:17]1[c:18]([CH3:23])[cH:19][cH:20][cH:21][cH:22]1)[CH3:5].[CH3:28][OH:29].[Cl-:26].[NH4+:27]>>[O:3]=[C:4]([c:6]1[cH:7][n:8][c:9]2[cH:10][c:11]([Cl:25])[c:12]([Cl:24])[cH:13][c:14]2[c:15]1[NH:16][c:17]1[c:18]([CH3:23])[cH:19][cH:20][cH:21][cH:22]1)[NH2:27].